From a dataset of the Open Reaction Database (ORD), a public repository of structured organic reaction records. describe an organic reaction: reactants, conditions, products, and yield Starting materials: C(C)OC(CC(=O)C1=NC=CC=C1F)=O (3-(3-fluoro-pyridin-2-yl)-3-oxo-propionic acid ethyl ester), CN(C=O)C (dimethylformamide). Solvent: OC1COCC1 (3-hydroxytetrahydrofuran). Reaction conditions: temperature 50 celsius, time 6 hour. Yields the product C(C)OC(C(=CN(C)C)C(=O)C1=NC=CC=C1F)=O (3-dimethylamino-2-(3-fluoro-pyridine-2-carbonyl)-acrylic acid ethyl ester). Reaction SMILES: [CH2:1]([O:3][C:4](=[O:15])[CH2:5][C:6]([C:8]1[C:13]([F:14])=[CH:12][CH:11]=[CH:10][N:9]=1)=[O:7])[CH3:2].[CH3:16][N:17]([CH3:20])[CH:18]=O>OC1CCOC1>[CH2:1]([O:3][C:4](=[O:15])[C:5]([C:6]([C:8]1[C:13]([F:14])=[CH:12][CH:11]=[CH:10][N:9]=1)=[O:7])=[CH:16][N:17]([CH3:20])[CH3:18])[CH3:2]. Procedure: To a stirred solution of 3-(3-fluoro-pyridin-2-yl)-3-oxo-propionic acid ethyl ester (3) (15 mg, 0.07 mmol) in 3-hydroxytetrahydrofuran (2 mL) was added slowly dimethylformamide diethylacetale (0.085 mL, 0.5 mmol) at room temperature. The mixture was stirred at 50° C. for 6 h. After completion of the reaction, solvent was evaporated under vacuum to get the crude 3-dimethylamino-2-(3-fluoro-pyridine-2-carbonyl)-acrylic acid ethyl ester (4) (18 mg, crude) as a brown sticky liquid LC-MS: 267.4 (M+H)... Reactants: ClC1=CC=C(CNC(=O)C=2C=NC3=CC=C(C=C3C2O)\C=C/CO)C=C1 (N-(4-chlorobenzyl)-6-[(1Z)-3-hydroxy-1-propenyl]-4-hydroxy-3-quinolinecarboxamide), O (Water), 11, C(=O)([O-])[O-].[K+].[K+] (K2CO3), IC (iodomethane). Run at time 16 hour. Procedure details: A mixture of N-(4-chlorobenzyl)-6-[(1Z)-3-hydroxy-1-propenyl]-4-hydroxy-3-quinolinecarboxamide from Preparation No. 11 (0.184 g), K2CO3 (0.276 g) and iodomethane (0.062 mL) in DMF (2 mL) is heated in a stoppered flask at 90° C. for 1 h. Water is added and the mixture is allowed to cool and stir at room temperature for 16 h during which a precipitate formed. The precipitate is filtered and dried in vacuo at 60° C. for 48 h to give a solid. Crystallization by dissolving in CH2Cl2 with a few drops ... Reaction SMILES: [Cl:1][C:2]1[CH:26]=[CH:25][C:5]([CH2:6][NH:7][C:8]([C:10]2[CH:11]=[N:12][C:13]3[C:18]([C:19]=2[OH:20])=[CH:17][C:16](/[CH:21]=[CH:22]\[CH2:23][OH:24])=[CH:15][CH:14]=3)=[O:9])=[CH:4][CH:3]=1.[C:27]([O-])([O-])=O.[K+].[K+].IC.O>CN(C=O)C>[Cl:1][C:2]1[CH:3]=[CH:4][C:5]([CH2:6][NH:7][C:8]([C:10]2[C:19](=[O:20])[C:18]3[C:13](=[CH:14][CH:15]=[C:16](/[CH:21]=[CH:22]\[CH2:23][OH:24])[CH:17]=3)[N:12]([CH3:27])[CH:11]=2)=[O:9])=[CH:25][CH:26]=1 |f:1.2.3|. Yields the product ClC1=CC=C(CNC(=O)C2=CN(C3=CC=C(C=C3C2=O)\C=C/CO)C)C=C1 (N-(4-chlorobenzyl)-6-[(Z)-3-hydroxy-1-propenyl]-1-methyl-4-oxo-1,4-dihydro-3-quinolinecarboxamide). The solvent is CN(C)C=O (DMF). The reactants are C(C)(=O)NC=1SC=C(N1)CCC=O (2-acetylamino-4-(2-formylethyl)thiazole), [BH4-].[Na+] (sodium borohydride). The solvent is C(C)(C)OC(C)C (diisopropyl ether). Run at time 1 hour. The product is C(C)(=O)NC=1SC=C(N1)CCCO (2-acetylamino-4-(3-hydroxypropyl)thiazole). The yield is 67.6%. As a reaction SMILES: [C:1]([NH:4][C:5]1[S:6][CH:7]=[C:8]([CH2:10][CH2:11][CH:12]=[O:13])[N:9]=1)(=[O:3])[CH3:2].[BH4-].[Na+]>C(OC(C)C)(C)C>[C:1]([NH:4][C:5]1[S:6][CH:7]=[C:8]([CH2:10][CH2:11][CH2:12][OH:13])[N:9]=1)(=[O:3])[CH3:2] |f:1.2|. Procedure details: To a solution of 2-acetylamino-4-(2-formylethyl)thiazole (2.49 g) in diisopropyl ether (170 ml) was added sodium borohydride (120 mg) under ice-cooling and stirred for 1 hour at the same temperature. The reaction mixture was concentrated and the residue was purified by column chromatography on silica gel eluting with a mixture of chloroform and methanol (20:1 V/V) to give 2-acetylamino-4-(3-hydroxypropyl)thiazole (1.70 g). The reactants are ClC1=C(C(=CC=C1F)Cl)[C@@H](C)OC=1C2=C(C=NC1N)C(=CO2)C=2CCNCC2 (7-[(R)-1-(2,6-Dichloro-3-fluorophenyl)-ethoxy]-3-(1,2,3,6-tetrahydropyridin-4-yl)-furo[3,2-c]pyridin-6-ylamine), S(=O)(=O)(N)N (Sulfamide). Run in O1CCOCC1 (1,4-Dioxane). Yields the product NC1=C(C2=C(C=N1)C(=CO2)C=2CCN(CC2)S(=O)(=O)N)O[C@H](C)C2=C(C(=CC=C2Cl)F)Cl (4-{6-Amino-7-[(1R)-1-(2,6-dichloro-3-fluorophenyl)ethoxy]furo[3,2-c]pyridin-3-yl}-3,6-dihydropyridine-1(2H)-sulfonamide). Reaction SMILES: [Cl:1][C:2]1[C:7]([F:8])=[CH:6][CH:5]=[C:4]([Cl:9])[C:3]=1[C@H:10]([O:12][C:13]1[C:14]2[O:22][CH:21]=[C:20]([C:23]3[CH2:24][CH2:25][NH:26][CH2:27][CH:28]=3)[C:15]=2[CH:16]=[N:17][C:18]=1[NH2:19])[CH3:11].[S:29](N)([NH2:32])(=[O:31])=[O:30]>O1CCOCC1>[NH2:19][C:18]1[N:17]=[CH:16][C:15]2[C:20]([C:23]3[CH2:24][CH2:25][N:26]([S:29]([NH2:32])(=[O:31])=[O:30])[CH2:27][CH:28]=3)=[CH:21][O:22][C:14]=2[C:13]=1[O:12][C@@H:10]([C:3]1[C:4]([Cl:9])=[CH:5][CH:6]=[C:7]([F:8])[C:2]=1[Cl:1])[CH3:11]. Procedure details: A mixture of 7-[(R)-1-(2,6-Dichloro-3-fluorophenyl)-ethoxy]-3-(1,2,3,6-tetrahydropyridin-4-yl)-furo[3,2-c]pyridin-6-ylamine (0.0300 g, 0.071 mmol) and Sulfamide (0.00819 g, 0.0852 mmol) in 1,4-Dioxane (2 mL) was stirred under reflux for 7 h. The reaction mixture was directly loaded onto prep TLC for purification (silica gel, eluting with 4% MeOH in DCM) to afford the title compound as a yellow solid. 1H-NMR (CD3OD, 400 MHz): δ=1.87 (d, J=6.6 Hz, 3H), 2.60 (d, J=1.5 Hz, 2H), 3.36 (t, J=5.7 Hz, 2H... Starting materials: C1CCOC1, CCOC(C)=O, CC(C)(C)OC(=O)NC(Cc1ccccc1)C(O)CN, CC(C)(O)c1cccc(C=O)c1. Yields the product CC(C)(C)OC(=O)NC(Cc1ccccc1)C(O)CNCc1cccc(C(C)(C)O)c1. As a reaction SMILES: [CH2:33]1[O:34][CH2:35][CH2:36][CH2:37]1.[CH3:38][CH2:39][O:40][C:41]([CH3:42])=[O:43].[NH2:1][CH2:2][CH:3]([CH:4]([CH2:5][c:6]1[cH:7][cH:8][cH:9][cH:10][cH:11]1)[NH:12][C:13]([O:14][C:15]([CH3:16])([CH3:17])[CH3:18])=[O:19])[OH:20].[OH:21][C:22]([CH3:23])([CH3:24])[c:25]1[cH:26][c:27]([CH:28]=[O:29])[cH:30][cH:31][cH:32]1>>[NH:1]([CH2:2][CH:3]([CH:4]([CH2:5][c:6]1[cH:7][cH:8][cH:9][cH:10][cH:11]1)[NH:12][C:13]([O:14][C:15]([CH3:16])([CH3:17])[CH3:18])=[O:19])[OH:20])[CH2:28][c:27]1[cH:26][c:25]([C:22]([OH:21])([CH3:23])[CH3:24])[cH:32][cH:31][cH:30]1.